From a dataset of the Open Reaction Database (ORD), a public repository of structured organic reaction records. describe an organic reaction: reactants, conditions, products, and yield As a reaction SMILES: Cl[C:2]1[C:7]([CH3:8])=[C:6]([CH3:9])[N:5]=[C:4]([C:10]2[CH:15]=[CH:14][CH:13]=[CH:12][CH:11]=2)[N:3]=1.[NH2:16][CH:17]([CH2:27][O:28][CH2:29][C:30]1[CH:35]=[CH:34][CH:33]=[CH:32][CH:31]=1)[C:18]([N:20]([CH2:24][CH2:25][CH3:26])[CH2:21][CH2:22][CH3:23])=[O:19].C(OC(N[C@H](C(O)=O)COCC1C=CC=CC=1)=O)(C)(C)C>C(N(CC)CC)C>[CH2:29]([O:28][CH2:27][CH:17]([NH:16][C:2]1[C:7]([CH3:8])=[C:6]([CH3:9])[N:5]=[C:4]([C:10]2[CH:15]=[CH:14][CH:13]=[CH:12][CH:11]=2)[N:3]=1)[C:18]([N:20]([CH2:24][CH2:25][CH3:26])[CH2:21][CH2:22][CH3:23])=[O:19])[C:30]1[CH:35]=[CH:34][CH:33]=[CH:32][CH:31]=1. The solvent is C(C)N(CC)CC (triethylamine). Procedure details: A mixture of 4-chloro-5,6-dimethyl-2-phenylpyrimidine (1.8 g), 2-amino-3-benzyloxy-N,N-dipropylpropanamide (4.6 g), which is prepared from N-(tert-butoxycarbonyl)-O-benzylserine, and triethylamine (1.7 g) is stirred at 150° C. for 5 hours. The reaction mixture is treated in the same manner as in Example 1 to give 3-benzyloxy-2-(5,6-dimethyl-2-phenyl-4-pyrimidinylamino)-N,N-dipropylpropanamide (3.5 g) as an oily product. The reactants are ClC1=NC(=NC(=C1C)C)C1=CC=CC=C1 (4-chloro-5,6-dimethyl-2-phenylpyrimidine), NC(C(=O)N(CCC)CCC)COCC1=CC=CC=C1 (2-amino-3-benzyloxy-N,N-dipropylpropanamide), C(C)(C)(C)OC(=O)N[C@@H](COCC1=CC=CC=C1)C(=O)O (N-(tert-butoxycarbonyl)-O-benzylserine). Run at temperature 150 celsius, time 5 hour. Product: C(C1=CC=CC=C1)OCC(C(=O)N(CCC)CCC)NC1=NC(=NC(=C1C)C)C1=CC=CC=C1 (3-benzyloxy-2-(5,6-dimethyl-2-phenyl-4-pyrimidinylamino)-N,N-dipropylpropanamide). The yield is 92.3%. The reactants are BrB(Br)Br, COc1ccc(C(=O)O)c(C)c1C, ClCCl, ClCCl, O. Yields the product Cc1c(O)ccc(C(=O)O)c1C. As a reaction SMILES: [B:20]([Br:21])([Br:22])[Br:23].[CH3:4][O:5][c:6]1[c:7]([CH3:16])[c:8]([CH3:15])[c:9]([C:10](=[O:11])[OH:12])[cH:13][cH:14]1.[Cl:17][CH2:18][Cl:19].[Cl:1][CH2:2][Cl:3].[OH2:24]>>[OH:5][c:6]1[c:7]([CH3:16])[c:8]([CH3:15])[c:9]([C:10](=[O:11])[OH:12])[cH:13][cH:14]1. Reactants: C(=O)(OC(C)(C)C)NC(CC1=CC(=CC=C1)NC(=O)OCC)C (N-Boc-1-methyl-2-(3-ethoxycarbonylaminophenyl)ethylamine), Cl (hydrochloric acid), Cl (hydrochloric acid). The solvent is C(C)O (ethanol). Run at time 1.5 hour. Yields the product Cl.C(C)OC(=O)NC=1C=C(C=CC1)CC(C)N (2-(3-Ethoxycarbonylaminophenyl)-1-methylethylamine hydrochloride). As a reaction SMILES: C([NH:8][CH:9]([CH3:23])[CH2:10][C:11]1[CH:16]=[CH:15][CH:14]=[C:13]([NH:17][C:18]([O:20][CH2:21][CH3:22])=[O:19])[CH:12]=1)(OC(C)(C)C)=O.[ClH:24]>C(O)C>[ClH:24].[CH2:21]([O:20][C:18]([NH:17][C:13]1[CH:12]=[C:11]([CH2:10][CH:9]([NH2:8])[CH3:23])[CH:16]=[CH:15][CH:14]=1)=[O:19])[CH3:22] |f:3.4|. Procedure details: In ethanol (5 ml) was dissolved 1.173 g of N-Boc-1-methyl-2-(3-ethoxycarbonylaminophenyl)ethylamine (crude), and hydrochloric acid (5 ml) was added thereto, followed by stirring at room temperature for 1.5 hours. Then, hydrochloric acid (2.5 ml) was further added thereto, followed by stirring at room temperature for 2 hours. The solvent was evaporated, to give the title compound (1.148 g, crude) as a yellow oil. The obtained compound was subjected to the subsequent reaction as intact without fur... Starting materials: CCN(CC)S(F)(F)F, CC(C)S(=O)(=O)NC1CCCCC1(O)c1ccc(OCCNS(C)(=O)=O)cc1. Product: CC(C)S(=O)(=O)NC1CCCCC1(F)c1ccc(OCCNS(C)(=O)=O)cc1. As a reaction SMILES: [CH2:29]([N:30]([S:31]([F:32])([F:33])[F:35])[CH2:34][CH3:36])[CH3:37].[OH:1][C:2]1([c:15]2[cH:16][cH:17][c:18]([O:21][CH2:22][CH2:23][NH:24][S:25](=[O:26])(=[O:27])[CH3:28])[cH:19][cH:20]2)[CH:3]([NH:8][S:9](=[O:10])(=[O:11])[CH:12]([CH3:13])[CH3:14])[CH2:4][CH2:5][CH2:6][CH2:7]1>>[C:2]1([c:15]2[cH:16][cH:17][c:18]([O:21][CH2:22][CH2:23][NH:24][S:25](=[O:26])(=[O:27])[CH3:28])[cH:19][cH:20]2)([F:35])[CH:3]([NH:8][S:9](=[O:10])(=[O:11])[CH:12]([CH3:13])[CH3:14])[CH2:4][CH2:5][CH2:6][CH2:7]1. The reactants are C1CCOC1, [Li]C, Cn1nc(C(=O)O)c2ccccc21. The product is CC(=O)c1nn(C)c2ccccc12. Reaction SMILES: [CH2:16]1[O:17][CH2:18][CH2:19][CH2:20]1.[CH3:1][Li:2].[CH3:3][n:4]1[n:5][c:6]([C:13](=[O:14])[OH:15])[c:7]2[cH:8][cH:9][cH:10][cH:11][c:12]12>>[CH3:1][C:13]([c:6]1[n:5][n:4]([CH3:3])[c:12]2[c:7]1[cH:8][cH:9][cH:10][cH:11]2)=[O:15]. The reactants are CCN(C(C)C)C(C)C, CN(C)C=O, [Cl-], COC(=O)c1cc2ncnn2nc1Cl, [Na+], O, NCCCN1CCC(OC(c2ccccc2)c2ccccc2)CC1. Yields the product COC(=O)c1cc2ncnn2nc1NCCCN1CCC(OC(c2ccccc2)c2ccccc2)CC1. Reaction SMILES: [CH2:39]([N:40]([CH:41]([CH3:42])[CH3:43])[CH:44]([CH3:45])[CH3:46])[CH3:47].[CH3:50][N:51]([CH3:52])[CH:53]=[O:54].[Cl-:49].[Cl:25][c:26]1[c:27]([C:35](=[O:36])[O:37][CH3:38])[cH:28][c:29]2[n:30]([n:31]1)[n:32][cH:33][n:34]2.[Na+:48].[OH2:55].[c:1]1([CH:7]([O:8][CH:9]2[CH2:10][CH2:11][N:12]([CH2:15][CH2:16][CH2:17][NH2:18])[CH2:13][CH2:14]2)[c:19]2[cH:20][cH:21][cH:22][cH:23][cH:24]2)[cH:2][cH:3][cH:4][cH:5][cH:6]1>>[c:1]1([CH:7]([O:8][CH:9]2[CH2:10][CH2:11][N:12]([CH2:15][CH2:16][CH2:17][NH:18][c:26]3[c:27]([C:35](=[O:36])[O:37][CH3:38])[cH:28][c:29]4[n:30]([n:31]3)[n:32][cH:33][n:34]4)[CH2:13][CH2:14]2)[c:19]2[cH:20][cH:21][cH:22][cH:23][cH:24]2)[cH:2][cH:3][cH:4][cH:5][cH:6]1. The product is COC1=C(C(=O)O)C=C(C(=C1)SC)[N+](=O)[O-] (2-methoxy-4-methylthio-5-nitrobenzoic acid). Isolated yield 85.7%. Reaction conditions: time 2 hour. Run in CS(=O)C (dimethyl sulfoxide). Starting materials: ClC1=CC(=C(C(=O)O)C=C1[N+](=O)[O-])OC (4-chloro-5-nitro-2-methoxybenzoic acid), C[S-].[Na+] (sodium methanethiolate), Cl (hydrochloric acid). Reported procedure: In a stream of argon, 0.45 g of sodium methanethiolate was added to 5 ml of dimethyl sulfoxide at room temperature, and 0.50 g of 4-chloro-5-nitro-2-methoxybenzoic acid was added in small portions, followed by 2 hours of stirring. After completion of the reaction, the reaction solution was poured into 1N hydrochloric acid aqueous solution, and the thus precipitated product of interest was collected by filtration, washed with water and then dried under a reduced pressure to give 0.45 g of 2-metho... Reaction SMILES: [CH3:1][S-:2].[Na+].Cl[C:5]1[C:13]([N+:14]([O-:16])=[O:15])=[CH:12][C:8]([C:9]([OH:11])=[O:10])=[C:7]([O:17][CH3:18])[CH:6]=1.Cl>CS(C)=O>[CH3:18][O:17][C:7]1[CH:6]=[C:5]([S:2][CH3:1])[C:13]([N+:14]([O-:16])=[O:15])=[CH:12][C:8]=1[C:9]([OH:11])=[O:10] |f:0.1|.